Dataset: the Open Reaction Database (ORD), a public repository of structured organic reaction records. Task: describe an organic reaction: reactants, conditions, products, and yield Procedure: Prepared from ethyl 2-hydroxy-4-[N-(α-phenyl-2-piperidinobenzyl)-aminocarbonylmethyl]-benzoate, using allyl bromide. Product: C(C=C)OC1=C(C(=O)OCC)C=CC(=C1)CC(=O)NC(C1=C(C=CC=C1)N1CCCCC1)C1=CC=CC=C1 (Ethyl 2-allyloxy-4[N-(α-phenyl-2-piperidino-benzyl)aminocarbonylmethyl]-benzoate). As a reaction SMILES: [OH:1][C:2]1[CH:12]=[C:11]([CH2:13][C:14]([NH:16][CH:17]([C:30]2[CH:35]=[CH:34][CH:33]=[CH:32][CH:31]=2)[C:18]2[CH:23]=[CH:22][CH:21]=[CH:20][C:19]=2[N:24]2[CH2:29][CH2:28][CH2:27][CH2:26][CH2:25]2)=[O:15])[CH:10]=[CH:9][C:3]=1[C:4]([O:6][CH2:7][CH3:8])=[O:5].[CH2:36](Br)[CH:37]=[CH2:38]>>[CH2:38]([O:1][C:2]1[CH:12]=[C:11]([CH2:13][C:14]([NH:16][CH:17]([C:30]2[CH:31]=[CH:32][CH:33]=[CH:34][CH:35]=2)[C:18]2[CH:23]=[CH:22][CH:21]=[CH:20][C:19]=2[N:24]2[CH2:29][CH2:28][CH2:27][CH2:26][CH2:25]2)=[O:15])[CH:10]=[CH:9][C:3]=1[C:4]([O:6][CH2:7][CH3:8])=[O:5])[CH:37]=[CH2:36]. The reactants are OC1=C(C(=O)OCC)C=CC(=C1)CC(=O)NC(C1=C(C=CC=C1)N1CCCCC1)C1=CC=CC=C1 (ethyl 2-hydroxy-4-[N-(α-phenyl-2-piperidinobenzyl)-aminocarbonylmethyl]-benzoate), C(C=C)Br (allyl bromide). Starting materials: C(C)(C)(C)OC(=O)N1CCC(CC1)N (4-amino-piperidine-1-carboxylic acid tert-butyl ester), FC1=CC=C(C=C1)C(C)(C)C=1C(=NC=CC1)C=O (3-[1-(4-fluoro-phenyl)-1-methyl-ethyl]-pyridine-2-carbaldehyde), [BH-](OC(=O)C)(OC(=O)C)OC(=O)C.[Na+] (NaBH(OAc)3). Solvent: C(Cl)Cl (CH2Cl2). Yields the product CC=1C(=NC=C(C1)C)CN(C1CCNCC1)CC1=NC=CC=C1C(C)(C)C1=CC=C(C=C1)F ((3,5-dimethyl-pyridin-2-ylmethyl)-{3-[1-(4-fluoro-phenyl)-1-methyl-ethyl]-pyridin-2-ylmethyl}-piperidin-4-yl-amine). As a reaction SMILES: C(OC([N:8]1[CH2:13][CH2:12][CH:11]([NH2:14])[CH2:10][CH2:9]1)=O)(C)(C)C.[F:15][C:16]1[CH:21]=[CH:20][C:19]([C:22]([C:25]2[C:26]([CH:31]=O)=[N:27][CH:28]=[CH:29][CH:30]=2)([CH3:24])[CH3:23])=[CH:18][CH:17]=1.[BH-](O[C:43]([CH3:45])=O)(OC(C)=O)OC(C)=O.[Na+]>C(Cl)Cl>[CH3:18][C:19]1[C:43]([CH2:45][N:14]([CH2:31][C:26]2[C:25]([C:22]([C:19]3[CH:20]=[CH:21][C:16]([F:15])=[CH:17][CH:18]=3)([CH3:24])[CH3:23])=[CH:30][CH:29]=[CH:28][N:27]=2)[CH:11]2[CH2:10][CH2:9][NH:8][CH2:13][CH2:12]2)=[N:27][CH:26]=[C:25]([CH3:30])[CH:22]=1 |f:2.3|. Procedure details: Using General Procedure B: Reaction of 4-amino-piperidine-1-carboxylic acid tert-butyl ester in CH2Cl2 with 3-[1-(4-fluoro-phenyl)-1-methyl-ethyl]-pyridine-2-carbaldehyde and NaBH(OAc)3 gave the amine. 1H NMR (CDCl3) δ 1.10 (m, 2H), 1.43 (s+m, 12H), 1.66 (s, 6H), 2.21 (m, 1H), 2.62 (m, 2H), 3.33 (m, 1H), 3.87 (br d, 2H), 6.97 (t, 2H, J=7.5 Hz), 7.11 (dd, 2H, J=9.0, 3.0 Hz), 7.25 (dd, 1H, J=7.5, 3.0 Hz), 7.86 (d, 1H, J=9.0 Hz), 8.46 (d, 1H, J=3.0 Hz). Reactants: BrC1=C(NC2=NC(=CC(=N2)C)C)C=CC(=C1)C(C)C (2-(2-bromo-4-(1-methylethyl)anilino)-4,6-dimethylpyrimidine), C(C#C)Cl (propargyl chloride). The product is BrC1=C(C=CC(=C1)C(C)C)N(C1=NC(=CC(=N1)C)C)CC#C (N-(2-Bromo-4-(1-methylethyl)phenyl)-N-propargyl4,6-dimethyl-2-pyrimidinamine). Reaction SMILES: [Br:1][C:2]1[CH:16]=[C:15]([CH:17]([CH3:19])[CH3:18])[CH:14]=[CH:13][C:3]=1[NH:4][C:5]1[N:10]=[C:9]([CH3:11])[CH:8]=[C:7]([CH3:12])[N:6]=1.[CH2:20](Cl)[C:21]#[CH:22]>>[Br:1][C:2]1[CH:16]=[C:15]([CH:17]([CH3:19])[CH3:18])[CH:14]=[CH:13][C:3]=1[N:4]([CH2:22][C:21]#[CH:20])[C:5]1[N:6]=[C:7]([CH3:12])[CH:8]=[C:9]([CH3:11])[N:10]=1. Procedure: By using 2-(2-bromo-4-(1-methylethyl)anilino)-4,6-dimethylpyrimidine and substituting propargyl chloride in Example 9, the title compound was isolated as the free-base, Mass spec. (NH3-CI/DDIP): 358 (M+H)+. The reactants are Cl.COC1=CC(=C(C=C1)N)N (4-methoxy-o-phenylenediamine hydrochloride), C(C)O (ethanol), C(=S)=S (carbon disulfide), [OH-].[Na+] (sodium hydroxide). The solvent is O (water). Product: SC=1NC2=C(N1)C=CC(=C2)OC (2-mercapto-5-methoxybenzimidazole). The yield is 59.0%. RXN SMILES: Cl.[CH3:2][O:3][C:4]1[CH:9]=[CH:8][C:7]([NH2:10])=[C:6]([NH2:11])[CH:5]=1.C(O)C.[C:15](=S)=[S:16].[OH-].[Na+]>O>[SH:16][C:15]1[NH:11][C:6]2[CH:5]=[C:4]([O:3][CH3:2])[CH:9]=[CH:8][C:7]=2[N:10]=1 |f:0.1,4.5|. Procedure details: A mixture of 2.6 g of 4-methoxy-o-phenylenediamine hydrochloride, 70 ml of ethanol, 15 ml of carbon disulfide and an aqueous solution containing 1.5 g of sodium hydroxide and 5 ml of water was refluxed for 4 hours. Then, the reaction mixture was condensed under reduced pressure. The residue was recrystallized from a mixture of water and methanol (70:30 by volume) to obtain 1.3 g of 2-mercapto-5-methoxybenzimidazole (Compound (III-15)) having a melting point of 254° to 255° C. (yield: 59%). The reactants are BrC(Br)(Br)Br, ClC(Cl)(Cl)Cl, CCc1ccc(C=O)cc1, ClCCl, [Zn], c1ccc(P(c2ccccc2)c2ccccc2)cc1. Yields the product CCc1ccc(C=C(Br)Br)cc1. RXN SMILES: [C:1]([Br:2])([Br:3])([Br:4])[Br:5].[C:25]([Cl:26])([Cl:27])([Cl:28])[Cl:29].[CH2:30]([CH3:31])[c:32]1[cH:33][cH:34][c:35]([CH:36]=[O:37])[cH:38][cH:39]1.[CH2:41]([Cl:42])[Cl:43].[Zn:40].[c:6]1([P:7]([c:8]2[cH:9][cH:10][cH:11][cH:12][cH:13]2)[c:14]2[cH:15][cH:16][cH:17][cH:18][cH:19]2)[cH:20][cH:21][cH:22][cH:23][cH:24]1>>[C:1]([Br:2])([Br:5])=[CH:36][c:35]1[cH:34][cH:33][c:32]([CH2:30][CH3:31])[cH:39][cH:38]1.